Dataset: the Open Reaction Database (ORD), a public repository of structured organic reaction records. Task: describe an organic reaction: reactants, conditions, products, and yield The reactants are C=Cc1c(C)nc(CCCC)n(Cc2ccc(-c3ccccc3C#N)cc2)c1=O, CC(C)=O, [O-][I+3]([O-])([O-])[O-], [Na+]. The product is CCCCc1nc(C)c(C=O)c(=O)n1Cc1ccc(-c2ccccc2C#N)cc1. As a reaction SMILES: [CH2:1]([CH2:2][CH2:3][CH3:4])[c:5]1[n:6]([CH2:15][c:16]2[cH:17][cH:18][c:19](-[c:22]3[c:23]([C:28]#[N:29])[cH:24][cH:25][cH:26][cH:27]3)[cH:20][cH:21]2)[c:7](=[O:14])[c:8]([CH:12]=[CH2:13])[c:9]([CH3:11])[n:10]1.[CH3:36][C:37](=[O:38])[CH3:39].[I+3:30]([O-:31])([O-:32])([O-:33])[O-:34].[Na+:35]>>[CH2:1]([CH2:2][CH2:3][CH3:4])[c:5]1[n:6]([CH2:15][c:16]2[cH:17][cH:18][c:19](-[c:22]3[c:23]([C:28]#[N:29])[cH:24][cH:25][cH:26][cH:27]3)[cH:20][cH:21]2)[c:7](=[O:14])[c:8]([CH:12]=[O:31])[c:9]([CH3:11])[n:10]1. Reactants: CN1C=NC(=C1)C(=O)Cl (1-Methyl-1H-imidazole-4-carbonyl chloride), [Cl-].[NH4+] (ammonium chloride), NC1=C(C(=O)N(C)C)C=C(C=C1)C=1C=C2C(=NC1)N(C=C2C2=C(C=CC=C2)OC)S(=O)(=O)C2=CC=C(C=C2)C (2-amino-5-[3-(2-methoxy-phenyl)-1-(toluene-4-sulfonyl)-1H-pyrrolo[2,3-b]pyridin-5-yl]-N,N-dimethyl-benzamide), N1=CC=CC=C1 (pyridine). Solvent: ClCCl (dichloromethane), ClCCl (dichloromethane). Reaction conditions: time 24 hour. The product is CN(C(=O)C1=C(C=CC(=C1)C=1C=C2C(=NC1)N(C=C2C2=C(C=CC=C2)OC)S(=O)(=O)C2=CC=C(C=C2)C)NC(=O)C=2N=CN(C2)C)C (1-methyl-1H-imidazole-4-carboxylic acid {2-dimethylcarbamoyl-4-[3-(2-methoxy-phenyl)-1-(toluene-4-sulfonyl)-1H-pyrrolo[2,3-b]pyridin-5-yl]-phenyl}-amide). RXN SMILES: [CH3:1][N:2]1[CH:6]=[C:5]([C:7](Cl)=[O:8])[N:4]=[CH:3]1.[NH2:10][C:11]1[CH:21]=[CH:20][C:19]([C:22]2[CH:23]=[C:24]3[C:30]([C:31]4[CH:36]=[CH:35][CH:34]=[CH:33][C:32]=4[O:37][CH3:38])=[CH:29][N:28]([S:39]([C:42]4[CH:47]=[CH:46][C:45]([CH3:48])=[CH:44][CH:43]=4)(=[O:41])=[O:40])[C:25]3=[N:26][CH:27]=2)=[CH:18][C:12]=1[C:13]([N:15]([CH3:17])[CH3:16])=[O:14].N1C=CC=CC=1.[Cl-].[NH4+]>ClCCl>[CH3:17][N:15]([CH3:16])[C:13]([C:12]1[CH:18]=[C:19]([C:22]2[CH:23]=[C:24]3[C:30]([C:31]4[CH:36]=[CH:35][CH:34]=[CH:33][C:32]=4[O:37][CH3:38])=[CH:29][N:28]([S:39]([C:42]4[CH:43]=[CH:44][C:45]([CH3:48])=[CH:46][CH:47]=4)(=[O:41])=[O:40])[C:25]3=[N:26][CH:27]=2)[CH:20]=[CH:21][C:11]=1[NH:10][C:7]([C:5]1[N:4]=[CH:3][N:2]([CH3:1])[CH:6]=1)=[O:8])=[O:14] |f:3.4|. Reported procedure: 1-Methyl-1H-imidazole-4-carbonyl chloride (0.092 mmol) was suspended in dichloromethane (1 mL) and a solution of 2-amino-5-[3-(2-methoxy-phenyl)-1-(toluene-4-sulfonyl)-1H-pyrrolo[2,3-b]pyridin-5-yl]-N,N-dimethyl-benzamide (50 mg, 0.092 mmol) in 20% v/v pyridine in dichloromethane (0.5 mL) was added. After 24 h, saturated ammonium chloride solution was added and the layers were separated. The organic layers were dried over sodium sulfate and taken to the next step. MS: m/z 649 (M+H+).